This data is from the Open Reaction Database (ORD), a public repository of structured organic reaction records. The task is: describe an organic reaction: reactants, conditions, products, and yield The reactants are OC1=CC(=NC(=C1)C(=O)OCC)C(CBr)=O (4-hydroxy-6-ethoxycarbonyl-2-(α-bromoacetyl)pyridine), C(C)OC=1C=C(C(=S)N)C=CC1OCC (3,4-diethoxythiobenzamide). Yields the product C(C)OC=1C=C(C=CC1OCC)C=1SC=C(N1)C1=NC(=CC(=C1)O)C(=O)O (2-(3,4-diethoxyphenyl)-4-(4-hydroxy-6-carboxy-2-pyridyl)thiazole). RXN SMILES: [OH:1][C:2]1[CH:7]=[C:6]([C:8]([O:10]CC)=[O:9])[N:5]=[C:4]([C:13](=O)[CH2:14]Br)[CH:3]=1.[CH2:17]([O:19][C:20]1[CH:21]=[C:22]([CH:26]=[CH:27][C:28]=1[O:29][CH2:30][CH3:31])[C:23]([NH2:25])=[S:24])[CH3:18]>>[CH2:17]([O:19][C:20]1[CH:21]=[C:22]([C:23]2[S:24][CH:14]=[C:13]([C:4]3[CH:3]=[C:2]([OH:1])[CH:7]=[C:6]([C:8]([OH:10])=[O:9])[N:5]=3)[N:25]=2)[CH:26]=[CH:27][C:28]=1[O:29][CH2:30][CH3:31])[CH3:18]. Procedure: A reaction was conducted in the same manner as in Example 1, by using 4-hydroxy-6-ethoxycarbonyl-2-(α-bromoacetyl)pyridine and 3,4-diethoxythiobenzamide. Then, hydrolysis was conducted in the same manner as in Example 2 to obtain 2-(3,4-diethoxyphenyl)-4-(4-hydroxy-6-carboxy-2-pyridyl)thiazole.